This data is from the Open Reaction Database (ORD), a public repository of structured organic reaction records. The task is: describe an organic reaction: reactants, conditions, products, and yield The reactants are C(C)(=O)O[C@H]1[C@@H](OC[C@H]([C@@H]1OC(C)=O)OC(C)=O)N=[N+]=[N-] (2,3,4-tri-O-acetyl-1-azido-1-deoxy-β-D-xylopyranose), C(C)(=O)OCC (ethyl acetate), [H][H] (hydrogen). Reagents/catalysts: [Pd] (Pd/C). Run at time 16 hour. The product is C(C)(=O)N[C@H]1[C@H](OC(C)=O)[C@@H](OC(C)=O)[C@H](OC(C)=O)CO1 (1-acetamido-2,3,4-tri-O-acetyl-1-deoxy-β-D-xylopyranose). Reaction SMILES: [C:1]([O:4][C@@H:5]1[C@@H:10]([O:11][C:12](=[O:14])[CH3:13])[C@H:9]([O:15][C:16](=[O:18])[CH3:17])[CH2:8][O:7][C@H:6]1[N:19]=[N+]=[N-])(=[O:3])[CH3:2].[H][H].[C:24](OCC)(=[O:26])[CH3:25]>[Pd]>[C:24]([NH:19][C@@H:6]1[O:7][CH2:8][C@@H:9]([O:15][C:16](=[O:18])[CH3:17])[C@H:10]([O:11][C:12](=[O:14])[CH3:13])[C@H:5]1[O:4][C:1](=[O:3])[CH3:2])(=[O:26])[CH3:25]. Procedure: In 20 ml of ethyl acetate was dissolved 0.73 g of 2,3,4-tri-O-acetyl-1-azido-1-deoxy-β-D-xylopyranose, and 65 mg of 10% Pd/C was added to the solution. Then the solution was stirred in a hydrogen atmosphere for 2 hours. The Pd/C was removed by filtration, and the filtrate was concentrated. To the concentrate was added 20 ml of pyridine, 3 ml of acetic anhydride and then 10 mg of 4-dimethylaminopyridine, and the mixture was stirred for 16 hours. Water was added to the reaction, and the mixture wa... The reactants are CC(C)(C)OC(=O)CN(CBr)C(=O)c1ccccc1, CCCC[N+](CCCC)(CCCC)CCCC, CC#N, ClC(Cl)Cl, [F-]. Yields the product CC(C)(C)OC(=O)CN(CF)C(=O)c1ccccc1. RXN SMILES: [C:1]([CH3:2])([CH3:3])([CH3:4])[O:5][C:6]([CH2:7][N:8]([C:9]([c:10]1[cH:11][cH:12][cH:13][cH:14][cH:15]1)=[O:16])[CH2:17][Br:18])=[O:19].[CH3:21][CH2:22][CH2:23][CH2:24][N+:25]([CH2:26][CH2:27][CH2:28][CH3:29])([CH2:30][CH2:31][CH2:32][CH3:33])[CH2:34][CH2:35][CH2:36][CH3:37].[CH3:42][C:43]#[N:44].[Cl:38][CH:39]([Cl:40])[Cl:41].[F-:20]>>[C:1]([CH3:2])([CH3:3])([CH3:4])[O:5][C:6]([CH2:7][N:8]([C:9]([c:10]1[cH:11][cH:12][cH:13][cH:14][cH:15]1)=[O:16])[CH2:17][F:20])=[O:19]. Yields the product COC(=O)CCC(=O)Nc1ccc(C(=O)NN=C2C(=O)Nc3ccc(I)cc32)cc1. The reactants are COC(=O)CCC(=O)Nc1ccc(C(=O)NNC(=O)OC(C)(C)C)cc1, CC(=O)O, O=C(O)C(F)(F)F, O=C1Nc2ccc(I)cc2C1=O. As a reaction SMILES: [CH3:20][O:21][C:22]([CH2:23][CH2:24][C:25](=[O:26])[NH:27][c:28]1[cH:29][cH:30][c:31]([C:32](=[O:33])[NH:34][NH:35][C:36]([O:37][C:38]([CH3:39])([CH3:40])[CH3:41])=[O:42])[cH:43][cH:44]1)=[O:45].[CH3:46][C:47](=[O:48])[OH:49].[F:13][C:14]([F:15])([F:16])[C:17]([OH:18])=[O:19].[I:1][c:2]1[cH:3][c:4]2[c:8]([cH:9][cH:10]1)[NH:7][C:6](=[O:11])[C:5]2=[O:12]>>[I:1][c:2]1[cH:3][c:4]2[c:8]([cH:9][cH:10]1)[NH:7][C:6](=[O:11])[C:5]2=[N:35][NH:34][C:32]([c:31]1[cH:30][cH:29][c:28]([NH:27][C:25]([CH2:24][CH2:23][C:22]([O:21][CH3:20])=[O:45])=[O:26])[cH:44][cH:43]1)=[O:33].